This data is from the Open Reaction Database (ORD), a public repository of structured organic reaction records. The task is: describe an organic reaction: reactants, conditions, products, and yield Starting materials: BrBr (bromine), CC(C(=O)O)(C1=CC=CC=C1)C (dimethylphenylacetic acid). Reagents/catalysts: [Fe] (iron). The solvent is C(Cl)(Cl)(Cl)Cl (carbon tetrachloride). Run at temperature 35 celsius. Yields the product CC(C(=O)O)(C1=CC=C(C=C1)Br)C (Dimethyl(p-bromophenyl)acetic Acid). RXN SMILES: [CH3:1][C:2]([CH3:12])([C:6]1[CH:11]=[CH:10][CH:9]=[CH:8][CH:7]=1)[C:3]([OH:5])=[O:4].[Br:13]Br>C(Cl)(Cl)(Cl)Cl.[Fe]>[CH3:1][C:2]([CH3:12])([C:6]1[CH:11]=[CH:10][C:9]([Br:13])=[CH:8][CH:7]=1)[C:3]([OH:5])=[O:4]. Reported procedure: Dry dimethylphenylacetic acid, 152 g, 0.926 mole, was added to a flask equipped with a reflux condenser, magnetic stirrer and oil bath. A solution of bromine, 50 mL, 0.97 mole, in dry carbon tetrachloride (172 mL) was then added along with iron metal "filings," 0.23 g. The mixture was gently refluxed for 16 hours and cooled to ca. 35° C. whereupon material began to crystallize out of solution. Enough carbon tetrachloride (ca. 300 mL) was then added to redissolve the crystals and the solution was... Reactants: C(C)Br (ethyl bromide), CO (Methanol), C(C)C=1C=C(C=CC1)NC#N (m-ethylphenylcyanamide), [H-].[Na+] (sodium hydride). Solvent: C1CCOC1 (THF), O (water). Run at temperature 82.5 celsius, time 6 hour. Yields the product C(C)C=1C=C(C=CC1)N(C#N)CC (N-(m-Ethylphenyl)-N-ethlcyanamide). The yield is 0.1%. RXN SMILES: [CH2:1]([C:3]1[CH:4]=[C:5]([NH:9][C:10]#[N:11])[CH:6]=[CH:7][CH:8]=1)[CH3:2].[H-].[Na+].[CH2:14](Br)[CH3:15].CO>C1COCC1.O>[CH2:1]([C:3]1[CH:4]=[C:5]([N:9]([CH2:14][CH3:15])[C:10]#[N:11])[CH:6]=[CH:7][CH:8]=1)[CH3:2] |f:1.2|. Procedure details: A suspension of m-ethylphenylcyanamide (2.26 g, 15.45 mmol) and sodium hydride (820 mg, 34.2 mmol, pre-washed thrice with hexane) in anhydrous THF (20 ml) was heated at 80-85° C. for 2.5 hours. After it was allowed to cool to room temperature ethyl bromide (4.66 g, 42.76 mmol) was added and continued stirring at room temperature for 6 hours. Methanol (20 ml) followed by water (40 ml) were added and then extracted with dichloromethane (3×25 ml). Concentration of the organic layer followed by quic...